This data is from the Open Reaction Database (ORD), a public repository of structured organic reaction records. The task is: describe an organic reaction: reactants, conditions, products, and yield Reaction SMILES: [CH3:1][C@:2]12[C@@:19]3([CH3:20])[C@@H:10]([C@:11]4([CH3:42])[C@@H:16]([CH2:17][CH2:18]3)[C:15]([CH3:22])([CH3:21])[C:14]([C:23]3[CH2:41][C:25]5([CH2:28][C:27]([C:35]([O:37]C(C)C)=[O:36])([C:29]([O:31]C(C)C)=[O:30])[CH2:26]5)[CH:24]=3)=[CH:13][CH2:12]4)[CH2:9][CH2:8][C@@H:7]1[C@H:6]1[C@H:43]([C:46]([CH3:48])=[CH2:47])[CH2:44][CH2:45][C@:5]1([NH:49][CH2:50][CH2:51][N:52]1[CH2:57][CH2:56][O:55][CH2:54][CH2:53]1)[CH2:4][CH2:3]2.[OH-].[Na+]>O1CCOCC1.CO>[CH3:1][C@:2]12[C@@:19]3([CH3:20])[C@@H:10]([C@:11]4([CH3:42])[C@@H:16]([CH2:17][CH2:18]3)[C:15]([CH3:21])([CH3:22])[C:14]([C:23]3[CH2:41][C:25]5([CH2:28][C:27]([C:29]([OH:31])=[O:30])([C:35]([OH:37])=[O:36])[CH2:26]5)[CH:24]=3)=[CH:13][CH2:12]4)[CH2:9][CH2:8][C@@H:7]1[C@H:6]1[C@H:43]([C:46]([CH3:48])=[CH2:47])[CH2:44][CH2:45][C@:5]1([NH:49][CH2:50][CH2:51][N:52]1[CH2:53][CH2:54][O:55][CH2:56][CH2:57]1)[CH2:4][CH2:3]2 |f:1.2|. Reported procedure: To a solution of diisopropyl 6-((1R,3aS,5aR,5bR,7aR,11aS,11bR,13aR,13bR)-5a,5b,8,8,11a-pentamethyl-3a-((2-morpholinoethyl)amino)-1-(prop-1-en-2-yl)-2,3,3a,4,5,5a,5b,6,7,7a,8,11,11a,11b,12,13,13a,13b-octadecahydro-1H-cyclopenta[a]chrysen-9-yl)spiro[3.3]hept-5-ene-2,2-dicarboxylate (9 mg, 0.011 mmol) in 1,4-dioxane (1 mL) and MeOH (0.5 mL) was added 1N NaOH (0.5 mL, 0.500 mmol)). The mixture was stirred at 50° C. for 3 h. The crude product was purified by Prep HPLC using method 14 to give desired ... Run at temperature 50 celsius, time 3 hour. The product is C[C@]12CC[C@@]3([C@@H]([C@H]2CC[C@@H]2[C@]4(CC=C(C([C@@H]4CC[C@@]12C)(C)C)C1=CC2(CC(C2)(C(=O)O)C(=O)O)C1)C)[C@@H](CC3)C(=C)C)NCCN3CCOCC3 (6-((1R,3aS,5aR,5bR,7aR,11aS,11bR,13aR,13bR)-5a,5b,8,8,11a-pentamethyl-3a-((2-morpholinoethyl)amino)-1-(prop-1-en-2-yl)-2,3,3a,4,5,5a,5b,6,7,7a,8,11,11a,11b,12,13,13a,13b-octadecahydro-1H-cyclopenta[a]chrysen-9-yl)spiro[3.3]hept-5-ene-2,2-dicarboxylic acid). The yield is 74.0%. Run in O1CCOCC1 (1,4-dioxane), CO (MeOH). The reactants are C[C@]12CC[C@@]3([C@@H]([C@H]2CC[C@@H]2[C@]4(CC=C(C([C@@H]4CC[C@@]12C)(C)C)C1=CC2(CC(C2)(C(=O)OC(C)C)C(=O)OC(C)C)C1)C)[C@@H](CC3)C(=C)C)NCCN3CCOCC3 (diisopropyl 6-((1R,3aS,5aR,5bR,7aR,11aS,11bR,13aR,13bR)-5a,5b,8,8,11a-pentamethyl-3a-((2-morpholinoethyl)amino)-1-(prop-1-en-2-yl)-2,3,3a,4,5,5a,5b,6,7,7a,8,11,11a,11b,12,13,13a,13b-octadecahydro-1H-cyclopenta[a]chrysen-9-yl)spiro[3.3]hept-5-ene-2,2-dicarboxylate), [OH-].[Na+] (NaOH). Product: CC(C)c1nc(O)nc(C(C)C)c1[N+](=O)[O-]. Reactants: CC(C)c1cc(C(C)C)nc(O)n1, ClC(Cl)Cl, [Na+], [OH-], O=[N+]([O-])O, O=S(=O)(O)O. Reaction SMILES: [CH:1]([CH3:2])([CH3:3])[c:4]1[n:5][c:6]([OH:13])[n:7][c:8]([CH:10]([CH3:11])[CH3:12])[cH:9]1.[CH:25]([Cl:26])([Cl:27])[Cl:28].[Na+:24].[OH-:23].[OH:19][N+:20]([O-:21])=[O:22].[S:14](=[O:15])(=[O:16])([OH:17])[OH:18]>>[CH:1]([CH3:2])([CH3:3])[c:4]1[n:5][c:6]([OH:13])[n:7][c:8]([CH:10]([CH3:11])[CH3:12])[c:9]1[N+:20](=[O:19])[O-:21].